Task: describe an organic reaction: reactants, conditions, products, and yield. Dataset: the Open Reaction Database (ORD), a public repository of structured organic reaction records Starting materials: C(#N)C(=CC1=CC=C(C=C1)O)C#N (4-(2,2'-dicyanovinyl)phenol), ClC1=C(C=C(C(=C1)Cl)Cl)S(=O)(=O)Cl (2,4,5-trichlorobenzenesulfonyl chloride). Solvent: N1=CC=CC=C1 (pyridine). Product: ClC1=C(C=C(C(=C1)Cl)Cl)S(=O)(=O)OC1=CC=C(C=C1)C=C(C#N)C#N (4-(2,2'-dicyanovinyl)phenyl 2,4,5-trichlorobenzenesulfonate). The yield is 87.7%. RXN SMILES: [C:1]([C:3]([C:12]#[N:13])=[CH:4][C:5]1[CH:10]=[CH:9][C:8]([OH:11])=[CH:7][CH:6]=1)#[N:2].[Cl:14][C:15]1[CH:20]=[C:19]([Cl:21])[C:18]([Cl:22])=[CH:17][C:16]=1[S:23](Cl)(=[O:25])=[O:24]>N1C=CC=CC=1>[Cl:14][C:15]1[CH:20]=[C:19]([Cl:21])[C:18]([Cl:22])=[CH:17][C:16]=1[S:23]([O:11][C:8]1[CH:9]=[CH:10][C:5]([CH:4]=[C:3]([C:12]#[N:13])[C:1]#[N:2])=[CH:6][CH:7]=1)(=[O:25])=[O:24]. Reported procedure: 1.7 g of 4-(2,2'-dicyanovinyl)phenol and 2.7 g of 2,4,5-trichlorobenzenesulfonyl chloride were dissolved in 10 ml of pyridine and reacted at 80° C. for 30 minutes. Crystals were precipitated by cooling to the room temperature and adding water, filtered and recrystallized from toluene to obtain 3.5 g of 4-(2,2'-dicyanovinyl)phenyl 2,4,5-trichlorobenzenesulfonate as white crystals. Melting point=165-166° C. Starting materials: C([O-])([O-])=O.[Na+].[Na+] (Sodium carbonate), ClC1=C(C=C(C=C1)CC(C)=O)S(=O)(=O)Cl (2-Chloro-5-(2-oxopropyl)-benzenesulphonyl chloride), N (ammonia). The solvent is O1CCOCC1 (dioxan), O1CCOCC1 (dioxan). The product is ClC1=C(C=C(C=C1)CC(C)=O)S(=O)(=O)N (2-Chloro-5-(2-oxo-propyl)-benzenesulfonamide). Reaction SMILES: [Cl:1][C:2]1[CH:7]=[CH:6][C:5]([CH2:8][C:9](=[O:11])[CH3:10])=[CH:4][C:3]=1[S:12](Cl)(=[O:14])=[O:13].C(=O)([O-])[O-].[Na+].[Na+].[NH3:22]>O1CCOCC1>[Cl:1][C:2]1[CH:7]=[CH:6][C:5]([CH2:8][C:9](=[O:11])[CH3:10])=[CH:4][C:3]=1[S:12]([NH2:22])(=[O:14])=[O:13] |f:1.2.3|. Procedure details: 2-Chloro-5-(2-oxopropyl)-benzenesulphonyl chloride (32a) (2.0 g, 7.5 mmol) is dissolved in dioxan (50 ml) with stirring. Sodium carbonate (7.5 ml, 2M solution, 2 eq.) is added followed by a solution of ammonia in dioxan (37.5 ml, 0.5 M). After 30 min the reaction mixture is poured onto water (250 ml) and extracted with ethyl acetate (3×100 ml). The combined organic extracts are washed with water (2×100 ml) followed by brine (100 ml) and dried (MgSO4). After filtration the solvent is removed and ... Starting materials: C(C)(C)(C)NO (t-butylhydroxylamine), C(C1=CC=C(C=C1)OC)=O (p-anisaldehyde), C1=CC=CC=C1 (benzene). Reagents/catalysts: CS(=O)(=O)O (methanesulfonic acid). Conditions: time 2 hour. The product is C(C1=CC=C(C=C1)OC)C=[N+]([O-])C(C)(C)C (α-anisyl-N-t-butylnitrone). Isolated yield 35.0%. RXN SMILES: [C:1]([NH:5][OH:6])([CH3:4])([CH3:3])[CH3:2].[CH:7](=O)[C:8]1[CH:13]=[CH:12][C:11]([O:14][CH3:15])=[CH:10][CH:9]=1.[CH:17]1C=CC=CC=1>CS(O)(=O)=O>[CH2:7]([CH:17]=[N+:5]([C:1]([CH3:4])([CH3:3])[CH3:2])[O-:6])[C:8]1[CH:13]=[CH:12][C:11]([O:14][CH3:15])=[CH:10][CH:9]=1. Procedure details: A solution of t-butylhydroxylamine (1.0 g, 11 mmole) and p-anisaldehyde (1.5 g, 11 mmole) in 20 mL of benzene was refluxed through a Dean-Stark trap for 18 hours. One drop of methanesulfonic acid was then added and refluxing was continued for an additional two hours. The reaction mixture was then washed with saturated aqueous sodium bicarbonate and the benzene removed under reduced pressure. The residue was recrystallized from petroleum ether. Based on the method of preparation, there was obtain... Reactants: C(C)(C)(C)SC1=NC(=C(C=C1CNC=1OC2=C(N1)C=CC=C2)CC)C (2-t-butylthio-3-{[(benzoxazol-2-yl)amino]methyl}-5-ethyl-6-methylpyridine), Cl.N1=CC=CC=C1 (pyridine hydrochloride). Solvent: O (water). Run at temperature 150 celsius. Product: O1C(=NC2=C1C=CC=C2)NCC=2C(NC(=C(C2)CC)C)=S (3-{[(benzoxazol-2-yl)amino]-methyl}-5-ethyl-6-methylpyridin-2(1H)thione). As a reaction SMILES: C([S:5][C:6]1[C:11]([CH2:12][NH:13][C:14]2[O:15][C:16]3[CH:22]=[CH:21][CH:20]=[CH:19][C:17]=3[N:18]=2)=[CH:10][C:9]([CH2:23][CH3:24])=[C:8]([CH3:25])[N:7]=1)(C)(C)C.Cl.N1C=CC=CC=1>O>[O:15]1[C:16]2[CH:22]=[CH:21][CH:20]=[CH:19][C:17]=2[N:18]=[C:14]1[NH:13][CH2:12][C:11]1[C:6](=[S:5])[NH:7][C:8]([CH3:25])=[C:9]([CH2:23][CH3:24])[CH:10]=1 |f:1.2|. Procedure details: A mixture of 2-t-butylthio-3-{[(benzoxazol-2-yl)amino]methyl}-5-ethyl-6-methylpyridine (78 mg, 0.22 mmol) and pyridine hydrochloride (325 mg, 2.81 mmol) was warmed in a pre-heated oil bath at 150° C. for 25 minutes. The mixture was cooled, diluted with water and the yellow precipitated product was collected by filtration. This residue was dissolved in methylene chloride, filtered through a pad of charcoal and then hexane was added and the methylene chloride boiled off as the product crystallized... Reactants: CCOC(=O)CC, CCC(CC)CC#N, C1CCOC1, [Li]CCCC, CCCCCC, CC(C)NC(C)C. Yields the product CCC(=O)C(C#N)C(CC)CC. As a reaction SMILES: [C:21]([CH2:22][CH3:23])(=[O:24])[O:25][CH2:26][CH3:27].[CH2:13]([CH3:14])[CH:15]([CH2:16][C:17]#[N:18])[CH2:19][CH3:20].[CH2:28]1[O:29][CH2:30][CH2:31][CH2:32]1.[CH2:8]([Li:9])[CH2:10][CH2:11][CH3:12].[CH3:33][CH2:34][CH2:35][CH2:36][CH2:37][CH3:38].[CH:1]([NH:2][CH:3]([CH3:4])[CH3:5])([CH3:6])[CH3:7]>>[CH2:13]([CH3:14])[CH:15]([CH:16]([C:17]#[N:18])[C:21]([CH2:22][CH3:23])=[O:24])[CH2:19][CH3:20]. The reactants are BrC1=C(OCC=2C=3C=NC=NC3CCC2)C=C(C=C1)OC (5-(2-bromo-5-methoxyphenoxymethyl)-7,8-dihydroquinazoline), azoisobutyronitrile, C(CCC)[SnH](CCCC)CCCC (tributyltin hydride). Run in C1=CC=CC=C1 (benzene). Run at time 1 hour. Product: COC1=CC2=C(C=C1)C1(C=3C=NC=NC3CCC1)CO2 (6-Methoxy-7′,8′-dihydro-6′H-spiro[1-benzofuran-3,5′-quinazoline]). RXN SMILES: Br[C:2]1[CH:19]=[CH:18][C:17]([O:20][CH3:21])=[CH:16][C:3]=1[O:4][CH2:5][C:6]1[C:7]2[CH:8]=[N:9][CH:10]=[N:11][C:12]=2[CH2:13][CH2:14][CH:15]=1.C([SnH](CCCC)CCCC)CCC>C1C=CC=CC=1>[CH3:21][O:20][C:17]1[CH:18]=[CH:19][C:2]2[C:6]3([CH2:5][O:4][C:3]=2[CH:16]=1)[CH2:15][CH2:14][CH2:13][C:12]1[N:11]=[CH:10][N:9]=[CH:8][C:7]3=1. Procedure: A solution of 1 mmol of 5-(2-bromo-5-methoxyphenoxymethyl)-7,8-dihydroquinazoline, 0.5 mmol of azoisobutyronitrile (AIBN) and 1.5 mmol of tributyltin hydride in 50 ml of benzene is heated at reflux for 1-2 hours. The reaction solution is concentrated and the residue is taken up in diethyl ether. The solution is admixed with 1M NaOH and stirred vigorously at room temperature for 1 hour. The phases are separated and the organic phase is washed with 1M sodium hydroxide solution and brine, dried wit... The reactants are [Br-], O=C1N(Cc2ccc(Br)cc2)c2ccccc2C12COc1cc3c(cc12)CCO3, O=C([O-])[O-], C1COCCN1, CCCC[N+](CCCC)(CCCC)CCCC, [Cs+], [Cs+]. As a reaction SMILES: [Br-:42].[Br:1][c:2]1[cH:3][cH:4][c:5]([CH2:6][N:7]2[C:8](=[O:27])[C:9]3([c:10]4[c:11]([cH:14][c:15]5[c:19]([cH:20]4)[CH2:18][CH2:17][O:16]5)[O:12][CH2:13]3)[c:21]3[cH:22][cH:23][cH:24][cH:25][c:26]32)[cH:28][cH:29]1.[C:36](=[O:37])([O-:38])[O-:39].[CH2:30]1[CH2:31][O:32][CH2:33][CH2:34][NH:35]1.[CH3:43][CH2:44][CH2:45][CH2:46][N+:47]([CH2:48][CH2:49][CH2:50][CH3:51])([CH2:52][CH2:53][CH2:54][CH3:55])[CH2:56][CH2:57][CH2:58][CH3:59].[Cs+:40].[Cs+:41]>>[c:2]1([N:35]2[CH2:30][CH2:31][O:32][CH2:33][CH2:34]2)[cH:3][cH:4][c:5]([CH2:6][N:7]2[C:8](=[O:27])[C:9]3([c:10]4[c:11]([cH:14][c:15]5[c:19]([cH:20]4)[CH2:18][CH2:17][O:16]5)[O:12][CH2:13]3)[c:21]3[cH:22][cH:23][cH:24][cH:25][c:26]32)[cH:28][cH:29]1. Product: O=C1N(Cc2ccc(N3CCOCC3)cc2)c2ccccc2C12COc1cc3c(cc12)CCO3. The reactants are N[C@H](C(=O)NC1=CC=C(C=C1)OC1=CC=C(C=C1)F)COCC1=CC=C(C=C1)F ((S)-2-amino-3-(4-fluorobenzyloxy)-N-(4-(4-fluorophenoxy)phenyl)propanamide), Cl.N1(N=CN=C1)CC(=O)O (2-(1H-1,2,4-triazol-1-yl)acetic acid hydrochloride). Yields the product Compound 135, N1(N=CN=C1)CC(=O)N[C@H](C(=O)NC1=CC=C(C=C1)OC1=CC=C(C=C1)F)COCC1=CC=C(C=C1)F ((S)-2-(2-(1H-1,2,4-triazol-1-yl)acetamido)-3-(4-fluorobenzyloxy)-N-(4-(4-fluorophenoxy)phenyl)propanamide). Isolated yield 55.0%. RXN SMILES: [NH2:1][C@@H:2]([CH2:20][O:21][CH2:22][C:23]1[CH:28]=[CH:27][C:26]([F:29])=[CH:25][CH:24]=1)[C:3]([NH:5][C:6]1[CH:11]=[CH:10][C:9]([O:12][C:13]2[CH:18]=[CH:17][C:16]([F:19])=[CH:15][CH:14]=2)=[CH:8][CH:7]=1)=[O:4].Cl.[N:31]1([CH2:36][C:37](O)=[O:38])[CH:35]=[N:34][CH:33]=[N:32]1>>[N:31]1([CH2:36][C:37]([NH:1][C@@H:2]([CH2:20][O:21][CH2:22][C:23]2[CH:24]=[CH:25][C:26]([F:29])=[CH:27][CH:28]=2)[C:3]([NH:5][C:6]2[CH:7]=[CH:8][C:9]([O:12][C:13]3[CH:18]=[CH:17][C:16]([F:19])=[CH:15][CH:14]=3)=[CH:10][CH:11]=2)=[O:4])=[O:38])[CH:35]=[N:34][CH:33]=[N:32]1 |f:1.2|. Procedure: Proceeding as in Example 1, but substituting (S)-2-amino-3-(4-fluorobenzyloxy)-N-(4-(4-fluorophenoxy)phenyl)propanamide and 2-(1H-1,2,4-triazol-1-yl)acetic acid hydrochloride, gave Compound 135, (S)-2-(2-(1H-1,2,4-triazol-1-yl)acetamido)-3-(4-fluorobenzyloxy)-N-(4-(4-fluorophenoxy)phenyl)propanamide (75 mg, 55%). 1H-NMR (400 MHz, CDCl3): δ 8.40 (s, 1H), 8.20 (s, 1H), 8.00 (s, 1H), 7.40-7.25 (m, 7H), 7.15-6.90 (m, 6H), 5.00 (s, 2H), 4.79-4.60 (m, 3H), 4.00 (m, 1H), 3.70-3.60 (m, 1H). MS (EI) for ...